From a dataset of the Open Reaction Database (ORD), a public repository of structured organic reaction records. describe an organic reaction: reactants, conditions, products, and yield Reactants: O (water), [N+](=O)([O-])C1=CC=C(C=C1)N1CCN(CC1)C1=CC=C(C=O)C=C1 (4-[4-(4-nitro-phenyl)-piperazin-1-yl]-benzaldehyde), N1CCOCC1 (morpholine), C(#N)[BH3-].[Na+] (Sodium cyanoborohydride). Run in O1CCCC1 (tetrahydrofuran), C(C)(=O)O (acetic acid). Conditions: time 1 hour. Yields the product [N+](=O)([O-])C1=CC=C(C=C1)N1CCN(CC1)C1=CC=C(CN2CCOCC2)C=C1 (4-{4-[4-(4-nitro-phenyl)-piperazin-1-yl]-benzyl}-morpholine). Isolated yield 52.3%. Reaction SMILES: O.[N+:2]([C:5]1[CH:10]=[CH:9][C:8]([N:11]2[CH2:16][CH2:15][N:14]([C:17]3[CH:24]=[CH:23][C:20]([CH:21]=O)=[CH:19][CH:18]=3)[CH2:13][CH2:12]2)=[CH:7][CH:6]=1)([O-:4])=[O:3].[NH:25]1[CH2:30][CH2:29][O:28][CH2:27][CH2:26]1.C([BH3-])#N.[Na+]>O1CCCC1.C(O)(=O)C>[N+:2]([C:5]1[CH:6]=[CH:7][C:8]([N:11]2[CH2:12][CH2:13][N:14]([C:17]3[CH:24]=[CH:23][C:20]([CH2:21][N:25]4[CH2:30][CH2:29][O:28][CH2:27][CH2:26]4)=[CH:19][CH:18]=3)[CH2:15][CH2:16]2)=[CH:9][CH:10]=1)([O-:4])=[O:3] |f:3.4|. Procedure: A mixture of water (1 mL), acetic acid (1 mL), 4-[4-(4-nitro-phenyl)-piperazin-1-yl]-benzaldehyde (700 mg, 2.25 mmol) and morpholine (215 mg, 2.47 mmol) in tetrahydrofuran (10 mL) was stirred at room temperature for 1 h. Sodium cyanoborohydride (212 mg, 3.37 mmol) was added at room temperature then the mixture was heated at reflux for 10 h. The tetrahydrofuran was removed in vacuo and the residue was partitioned between water and ethyl acetate. The organic layer was washed with saturated sodium ... Starting materials: C(C1=CC=CC=C1)OC(=O)\N=C/1\N(C(=CC=C1)CC(=O)N(C)OC)C(=O)OCC1=CC=CC=C1 (benzyl (2E)-2-([(benzyloxy)carbonyl]imino)-6-(2-[methoxy(methyl)amino]-2-oxoethyl)pyridine-1(2H)-carboxylate), C(=C)[Mg]Br (vinylmagnesium bromide). The solvent is C1CCOC1 (THF). Run at time 2 hour. Product: C(C1=CC=CC=C1)OC(NC1=NC(=CC=C1)CC(C=C)=O)=O (Benzyl[6-(2-oxobut-3-en-1-yl)pyridin-2-yl]carbamate). The yield is 65.4%. Reaction SMILES: [CH2:1]([O:8][C:9](/[N:11]=[C:12]1/[N:13](C(OCC2C=CC=CC=2)=O)[C:14]([CH2:18][C:19](N(OC)C)=[O:20])=[CH:15][CH:16]=[CH:17]/1)=[O:10])[C:2]1[CH:7]=[CH:6][CH:5]=[CH:4][CH:3]=1.[CH:35]([Mg]Br)=[CH2:36]>C1COCC1>[CH2:1]([O:8][C:9](=[O:10])[NH:11][C:12]1[CH:17]=[CH:16][CH:15]=[C:14]([CH2:18][C:19](=[O:20])[CH:35]=[CH2:36])[N:13]=1)[C:2]1[CH:3]=[CH:4][CH:5]=[CH:6][CH:7]=1. Procedure: To a solution of benzyl (2E)-2-([(benzyloxy)carbonyl]imino)-6-(2-[methoxy(methyl)amino]-2-oxoethyl)pyridine-1(2H)-carboxylate (150 mg, 0.33 mmol) in 4 ml anhydrous THF cooled to −40° C. via dry ice/acetone bath under nitrogen atmosphere was added via syringe 1.0M vinylmagnesium bromide (1.5 mL, 1.5 mmol) and the resulting solution stirred for 2 hours allowing to warm to room temperature. The reaction was quenched with water and extracted with ethyl acetate (3×10 mL). The organics were combined, ... Starting materials: Clc1ccc2nc(Cl)n3nc(C4CCCO4)nc3c2c1, N, [NH4+], [OH-]. Product: N=c1[nH]c2ccc(Cl)cc2c2nc(C3CCCO3)nn12. RXN SMILES: [Cl:2][c:3]1[n:4][c:5]2[cH:6][cH:7][c:8]([Cl:21])[cH:9][c:10]2[c:11]2[n:12]1[n:13][c:14]([CH:16]1[O:17][CH2:18][CH2:19][CH2:20]1)[n:15]2.[NH3:1].[NH4+:22].[OH-:23]>>[NH:1]=[c:3]1[nH:4][c:5]2[cH:6][cH:7][c:8]([Cl:21])[cH:9][c:10]2[c:11]2[n:12]1[n:13][c:14]([CH:16]1[O:17][CH2:18][CH2:19][CH2:20]1)[n:15]2. Starting materials: Cc1cc(-c2ccc(C(F)(F)F)cc2)nc(-c2ccnc(-c3ccc(S(=O)(=O)NC(C)(C)C)s3)c2)c1, O=C(O)C(F)(F)F. Yields the product Cc1cc(-c2ccc(C(F)(F)F)cc2)nc(-c2ccnc(-c3ccc(S(N)(=O)=O)s3)c2)c1. Reaction SMILES: [C:1]([CH3:2])([CH3:3])([CH3:4])[NH:5][S:6](=[O:7])(=[O:8])[c:9]1[s:10][c:11](-[c:14]2[n:15][cH:16][cH:17][c:18](-[c:20]3[n:21][c:22](-[c:27]4[cH:28][cH:29][c:30]([C:33]([F:34])([F:35])[F:36])[cH:31][cH:32]4)[cH:23][c:24]([CH3:26])[cH:25]3)[cH:19]2)[cH:12][cH:13]1.[F:37][C:38]([F:39])([F:40])[C:41]([OH:42])=[O:43]>>[NH2:5][S:6](=[O:7])(=[O:8])[c:9]1[s:10][c:11](-[c:14]2[n:15][cH:16][cH:17][c:18](-[c:20]3[n:21][c:22](-[c:27]4[cH:28][cH:29][c:30]([C:33]([F:34])([F:35])[F:36])[cH:31][cH:32]4)[cH:23][c:24]([CH3:26])[cH:25]3)[cH:19]2)[cH:12][cH:13]1. Starting materials: FC1=CC=C(C=N1)C1=CC=C(OCCN2CCOCC2)C=C1 (4-(2-(4-(6-fluoropyridin-3-yl)phenoxy)ethyl)morpholine), C[Si](C)(C)[N-][Si](C)(C)C.[K+] (KHMDS), C[Si](C)(C)[N-][Si](C)(C)C.[K+].C1CCOC1 (KHMDS THF), CC#N (MeCN). Solvent: C1CCOC1 (THF), C1CCOC1 (THF), C1CCOC1 (THF). Conditions: time 30 minute. The product is O1CCN(CC1)CCOC1=CC=C(C=C1)C=1C=CC(=NC1)CC#N (2-(5-(4-(2-morpholinoethoxy)phenyl)pyridin-2-yl)acetonitrile). Yield: 76.0%. RXN SMILES: C[Si]([N-][Si](C)(C)C)(C)C.[K+].C[Si]([N-][Si](C)(C)C)(C)C.[K+].C1COCC1.[CH3:26][C:27]#[N:28].F[C:30]1[N:35]=[CH:34][C:33]([C:36]2[CH:50]=[CH:49][C:39]([O:40][CH2:41][CH2:42][N:43]3[CH2:48][CH2:47][O:46][CH2:45][CH2:44]3)=[CH:38][CH:37]=2)=[CH:32][CH:31]=1>C1COCC1>[O:46]1[CH2:47][CH2:48][N:43]([CH2:42][CH2:41][O:40][C:39]2[CH:49]=[CH:50][C:36]([C:33]3[CH:32]=[CH:31][C:30]([CH2:26][C:27]#[N:28])=[N:35][CH:34]=3)=[CH:37][CH:38]=2)[CH2:44][CH2:45]1 |f:0.1,2.3.4|. Reported procedure: A 3 L three-necked round-bottomed flask was equipped with mechanical stirrer, thermometer and adapter, additional funnel, and nitrogen inlet (on top of addition funnel, positive pressure through a bubbler). With a rapid stream of nitrogen going through the bubbler, the stopper was removed and the flask was charged with KHMDS (415.8 g, 2.08 mol) and then anhydrous THF (1 L). To the stirred and cooled (ice/methanol bath, internal temperature of solution was −8° C.) KHMDS/THF solution was added dro... Starting materials: N[C@@H](C)C(=O)N(CC(=O)O)C1CC2=CC=CC=C2C1 (L-alanyl-N-(indan-2-yl)glycine), O=C(C(=O)O)CC (2-oxo-butyric acid), C(#N)[BH3-].[Na+] (sodium cyanoborohydride). The product is C(=O)(O)C(CC)N[C@@H](C)C(=O)N(CC(=O)O)C1CC2=CC=CC=C2C1 (N-(1-carboxypropyl)-L-alanyl-N-(indan-2-yl)glycine). Isolated yield 30.1%. As a reaction SMILES: [NH2:1][C@H:2]([C:4]([N:6]([CH:11]1[CH2:19][C:18]2[C:13](=[CH:14][CH:15]=[CH:16][CH:17]=2)[CH2:12]1)[CH2:7][C:8]([OH:10])=[O:9])=[O:5])[CH3:3].O=[C:21]([CH2:25][CH3:26])[C:22]([OH:24])=[O:23].C([BH3-])#N.[Na+]>>[C:22]([CH:21]([NH:1][C@H:2]([C:4]([N:6]([CH:11]1[CH2:19][C:18]2[C:13](=[CH:14][CH:15]=[CH:16][CH:17]=2)[CH2:12]1)[CH2:7][C:8]([OH:10])=[O:9])=[O:5])[CH3:3])[CH2:25][CH3:26])([OH:24])=[O:23] |f:2.3|. Procedure: By using 1.0 g of L-alanyl-N-(indan-2-yl)glycine, 6.0 g of 2-oxo-butyric acid and 1.0 g of sodium cyanoborohydride in a similar procedure to that of Example 1, there can be obtained 0.4 g of N-(1-carboxypropyl)-L-alanyl-N-(indan-2-yl)glycine as colorless powder. Reactants: C(C1=CC=CC=C1)OC1=C(C(=O)NC2=C(C(=O)OC)C=CC(=C2)C2=CC=CC=C2)C=C(C=C1)OCC1CCN(CC1)C (methyl 2-(2-(benzyloxy)-5-((1-methylpiperidin-4-yl)methoxy)benzamido)-4-phenylbenzoate), C(Cl)(Cl)Cl (Chloroform). Reagents/catalysts: [C].[Pd] (palladium-carbon). The solvent is C(C)(=O)OCC (ethyl acetate), CO (methanol). Run at time 30 minute. Product: OC1=C(C(=O)NC2=C(C(=O)OC)C=CC(=C2)C2=CC=CC=C2)C=C(C=C1)OCC1CCN(CC1)C (methyl 2-(2-hydroxy-5-((1-methylpiperidin-4-yl)methoxy)benzamido)-4-phenylbenzoate). The yield is 75.7%. RXN SMILES: C([O:8][C:9]1[CH:33]=[CH:32][C:31]([O:34][CH2:35][CH:36]2[CH2:41][CH2:40][N:39]([CH3:42])[CH2:38][CH2:37]2)=[CH:30][C:10]=1[C:11]([NH:13][C:14]1[CH:23]=[C:22]([C:24]2[CH:29]=[CH:28][CH:27]=[CH:26][CH:25]=2)[CH:21]=[CH:20][C:15]=1[C:16]([O:18][CH3:19])=[O:17])=[O:12])C1C=CC=CC=1.C(Cl)(Cl)Cl>C(OCC)(=O)C.CO.[C].[Pd]>[OH:8][C:9]1[CH:33]=[CH:32][C:31]([O:34][CH2:35][CH:36]2[CH2:37][CH2:38][N:39]([CH3:42])[CH2:40][CH2:41]2)=[CH:30][C:10]=1[C:11]([NH:13][C:14]1[CH:23]=[C:22]([C:24]2[CH:25]=[CH:26][CH:27]=[CH:28][CH:29]=2)[CH:21]=[CH:20][C:15]=1[C:16]([O:18][CH3:19])=[O:17])=[O:12] |f:4.5|. Procedure details: To a solution mixture of the obtained methyl 2-(2-(benzyloxy)-5-((1-methylpiperidin-4-yl)methoxy)benzamido)-4-phenylbenzoate (0.11 g) in ethyl acetate (1.5 mL) and methanol (1.5 mL), 10% palladium-carbon (0.11 g) was added, followed by stirring under a hydrogen atmosphere at room temperature for 1 hour and 30 minutes. Chloroform was added to the reaction mixture. The insoluble substance was removed by filtration, and the solvent was evaporated under reduced pressure. Diisopropyl ether was added ...